Dataset: the Open Reaction Database (ORD), a public repository of structured organic reaction records. Task: describe an organic reaction: reactants, conditions, products, and yield The reactants are COC1=CC(=C(N)C=C1)SC (4-Methoxy-2-methylsulfenylaniline), C(C)OC=C(C(=O)OCC)C(=O)OCC (diethyl ethoxymethylenemalonate). Product: C(C)OC(=O)C1=CNC2=C(C=C(C=C2C1=O)OC)SC (3-ethoxycarbonyl-6-methoxy-8-methylsulfenyl-4(1H)-quinolone). Isolated yield 81.5%. Reaction SMILES: [CH3:1][O:2][C:3]1[CH:9]=[CH:8][C:6]([NH2:7])=[C:5]([S:10][CH3:11])[CH:4]=1.C([O:14][CH:15]=[C:16]([C:22](OCC)=O)[C:17]([O:19][CH2:20][CH3:21])=[O:18])C>>[CH2:20]([O:19][C:17]([C:16]1[C:15](=[O:14])[C:8]2[C:6](=[C:5]([S:10][CH3:11])[CH:4]=[C:3]([O:2][CH3:1])[CH:9]=2)[NH:7][CH:22]=1)=[O:18])[CH3:21]. Procedure: 4-Methoxy-2-methylsulfenylaniline (1.5 g) and diethyl ethoxymethylenemalonate (1.9 g) were reacted in the same manner as in Experimental Example 1 to obtain 3-ethoxycarbonyl-6-methoxy-8-methylsulfenyl-4(1H)-quinolone (2.1 g). The compound (1.3 g) was subjected to hydrolysis and decarboxylation in the same manner as in Experimental Example 2 to obtain 6-methoxy-8-methylsulfenyl-4(1H)-quinolone (compound 30, 0.95 g). Reactants: O=C([O-])[O-], CCB(CC)CC, CCOc1cnc(Cl)cc1CCC(=O)C1CCCC1, [K+], [K+], CN(C)C=O, c1ccc(P(c2ccccc2)(c2ccccc2)[Pd](P(c2ccccc2)(c2ccccc2)c2ccccc2)(P(c2ccccc2)(c2ccccc2)c2ccccc2)P(c2ccccc2)(c2ccccc2)c2ccccc2)cc1. Product: CCOc1cnc(CC)cc1CCC(=O)C1CCCC1. Reaction SMILES: [C:20](=[O:21])([O-:22])[O-:23].[CH2:26]([CH3:27])[B:28]([CH2:29][CH3:30])[CH2:31][CH3:32].[Cl:1][c:2]1[n:3][cH:4][c:5]([O:17][CH2:18][CH3:19])[c:6]([CH2:8][CH2:9][C:10](=[O:11])[CH:12]2[CH2:13][CH2:14][CH2:15][CH2:16]2)[cH:7]1.[K+:24].[K+:25].[O:33]=[CH:34][N:35]([CH3:36])[CH3:37].[cH:38]1[cH:39][cH:40][c:41]([P:42]([Pd:43]([P:44]([c:45]2[cH:46][cH:47][cH:48][cH:49][cH:50]2)([c:51]2[cH:52][cH:53][cH:54][cH:55][cH:56]2)[c:57]2[cH:58][cH:59][cH:60][cH:61][cH:62]2)([P:63]([c:64]2[cH:65][cH:66][cH:67][cH:68][cH:69]2)([c:70]2[cH:71][cH:72][cH:73][cH:74][cH:75]2)[c:76]2[cH:77][cH:78][cH:79][cH:80][cH:81]2)[P:82]([c:83]2[cH:84][cH:85][cH:86][cH:87][cH:88]2)([c:89]2[cH:90][cH:91][cH:92][cH:93][cH:94]2)[c:95]2[cH:96][cH:97][cH:98][cH:99][cH:100]2)([c:101]2[cH:102][cH:103][cH:104][cH:105][cH:106]2)[c:107]2[cH:108][cH:109][cH:110][cH:111][cH:112]2)[cH:113][cH:114]1>>[c:2]1([CH2:26][CH3:27])[n:3][cH:4][c:5]([O:17][CH2:18][CH3:19])[c:6]([CH2:8][CH2:9][C:10](=[O:11])[CH:12]2[CH2:13][CH2:14][CH2:15][CH2:16]2)[cH:7]1. The reactants are BrC(C(CC(=O)OCC1=CC=C(C=C1)[N+](=O)[O-])=O)C (4-Nitrobenzyl 4-bromo-3-oxopentanoate), NC1=NC=CC=C1 (2-aminopyridine), C(O)([O-])=O.[Na+] (sodium hydrogencarbonate). Run in COCCOC (1,2-dimethoxyethane). Yields the product CC1=C(N=C2N1C=CC=C2)CC(=O)OCC2=CC=C(C=C2)[N+](=O)[O-] (4-Nitrobenzyl 2-(3-methylimidazo[1,2-a]pyridin-2-yl)acetate). Isolated yield 26.9%. Reaction SMILES: Br[CH:2]([CH3:19])[C:3](=O)[CH2:4][C:5]([O:7][CH2:8][C:9]1[CH:14]=[CH:13][C:12]([N+:15]([O-:17])=[O:16])=[CH:11][CH:10]=1)=[O:6].[NH2:20][C:21]1[CH:26]=[CH:25][CH:24]=[CH:23][N:22]=1.C(=O)([O-])O.[Na+]>COCCOC>[CH3:19][C:2]1[N:22]2[CH:23]=[CH:24][CH:25]=[CH:26][C:21]2=[N:20][C:3]=1[CH2:4][C:5]([O:7][CH2:8][C:9]1[CH:14]=[CH:13][C:12]([N+:15]([O-:17])=[O:16])=[CH:11][CH:10]=1)=[O:6] |f:2.3|. Procedure: 4-Nitrobenzyl 4-bromo-3-oxopentanoate (1.02 g) and 2-aminopyridine (436 mg) were dissolved in 1,2-dimethoxyethane (20 ml). The solution was heated for 15 hours under reflux. The reaction mixture was concentrated, to which were added 1N HCl (10 ml) and ethyl acetate (10 ml). The mixture was shaken and left standing to form two layers. To the aqueous layer was added sodium hydrogencarbonate to adjust its pH to 7, followed by extraction with ethyl acetate. The extract was dried over anhydrous magne... Starting materials: CC=1C(=NC=CN1)C(=O)OC (Methyl 3-methylpyrazine-2-carboxylate), C(Cl)(Cl)Cl (chloroform), C(C1=CC=CC=C1)(=O)OOC(C1=CC=CC=C1)=O (benzoyl peroxide). Yields the product ClCC=1C(=NC=CN1)C(=O)OC (methyl 3-chloromethyl-pyrazine-2-carboxylate). Yield: 52.0%. Reaction SMILES: [CH3:1][C:2]1[C:3]([C:8]([O:10][CH3:11])=[O:9])=[N:4][CH:5]=[CH:6][N:7]=1.C(OOC(=O)C1C=CC=CC=1)(=O)C1C=CC=CC=1.C(Cl)(Cl)[Cl:31]>>[Cl:31][CH2:1][C:2]1[C:3]([C:8]([O:10][CH3:11])=[O:9])=[N:4][CH:5]=[CH:6][N:7]=1. Reported procedure: Methyl 3-methylpyrazine-2-carboxylate (2.44 g, 16 mmol) was dissolved in chloroform (100 ml) and N-chlorosuccinimde (2.14 g, 16 mmol) was added thereto. Then, benzoyl peroxide (110 mg, 70%, 0.32 mmol) was added and refluxed under heating for 30 hours. The reaction solution was cooled, followed by removing undissolved substance by filtration. The filtrate was concentrated under reduced pressure, and the residue was purified by using silica gel chromatography (hexane:ethyl acetate=1:1) to obtain 1...